Dataset: the Open Reaction Database (ORD), a public repository of structured organic reaction records. Task: describe an organic reaction: reactants, conditions, products, and yield Starting materials: Cc1sc(C(=O)O)cc1-c1ccnn1C, CCN(C(C)C)C(C)C, ClC(Cl)Cl, NC(Cc1cccc(C(F)(F)F)c1)CN1C(=O)c2ccccc2C1=O. Yields the product Cc1sc(C(=O)NC(Cc2cccc(C(F)(F)F)c2)CN2C(=O)c3ccccc3C2=O)cc1-c1ccnn1C. Reaction SMILES: [CH3:1][c:2]1[c:3](-[c:10]2[cH:11][cH:12][n:13][n:14]2[CH3:15])[cH:4][c:5]([C:7](=[O:8])[OH:9])[s:6]1.[CH:41]([N:42]([CH2:43][CH3:44])[CH:45]([CH3:46])[CH3:47])([CH3:48])[CH3:49].[CH:50]([Cl:51])([Cl:52])[Cl:53].[NH2:16][CH:17]([CH2:18][N:19]1[C:20](=[O:29])[c:21]2[cH:22][cH:23][cH:24][cH:25][c:26]2[C:27]1=[O:28])[CH2:30][c:31]1[cH:32][c:33]([C:37]([F:38])([F:39])[F:40])[cH:34][cH:35][cH:36]1>>[CH3:1][c:2]1[c:3](-[c:10]2[cH:11][cH:12][n:13][n:14]2[CH3:15])[cH:4][c:5]([C:7](=[O:9])[NH:16][CH:17]([CH2:18][N:19]2[C:20](=[O:29])[c:21]3[cH:22][cH:23][cH:24][cH:25][c:26]3[C:27]2=[O:28])[CH2:30][c:31]2[cH:32][c:33]([C:37]([F:38])([F:39])[F:40])[cH:34][cH:35][cH:36]2)[s:6]1. Reactants: CC1(C)OB(c2ccc3cn(Cc4ccccc4)nc3c2)OC1(C)C, C1COCCO1, [K+], [K+], CC(C)(C)OC(=O)N1CCN2CC(c3cc(Br)c4c(N)ncnn34)OCC2C1, O=C([O-])[O-], CN(C)C=O, O, c1ccc(P(c2ccccc2)(c2ccccc2)[Pd](P(c2ccccc2)(c2ccccc2)c2ccccc2)(P(c2ccccc2)(c2ccccc2)c2ccccc2)P(c2ccccc2)(c2ccccc2)c2ccccc2)cc1. Yields the product CC(C)(C)OC(=O)N1CCN2CC(c3cc(-c4ccc5cn(Cc6ccccc6)nc5c4)c4c(N)ncnn34)OCC2C1. As a reaction SMILES: [CH2:34]([c:35]1[cH:36][cH:37][cH:38][cH:39][cH:40]1)[n:41]1[n:42][c:43]2[cH:44][c:45]([B:50]3[O:51][C:52]([CH3:53])([CH3:54])[C:55]([CH3:56])([CH3:57])[O:58]3)[cH:46][cH:47][c:48]2[cH:49]1.[CH2:65]1[O:66][CH2:67][CH2:68][O:69][CH2:70]1.[K+:59].[K+:60].[NH2:1][c:2]1[n:3][cH:4][n:5][n:6]2[c:7]1[c:8]([Br:28])[cH:9][c:10]2[CH:11]1[CH2:12][N:13]2[CH:14]([CH2:15][O:16]1)[CH2:17][N:18]([C:21](=[O:22])[O:23][C:24]([CH3:25])([CH3:26])[CH3:27])[CH2:19][CH2:20]2.[O-:61][C:62]([O-:63])=[O:64].[O:29]=[CH:30][N:31]([CH3:32])[CH3:33].[OH2:148].[cH:71]1[cH:72][cH:73][c:74]([P:75]([Pd:76]([P:77]([c:78]2[cH:79][cH:80][cH:81][cH:82][cH:83]2)([c:84]2[cH:85][cH:86][cH:87][cH:88][cH:89]2)[c:90]2[cH:91][cH:92][cH:93][cH:94][cH:95]2)([P:96]([c:97]2[cH:98][cH:99][cH:100][cH:101][cH:102]2)([c:103]2[cH:104][cH:105][cH:106][cH:107][cH:108]2)[c:109]2[cH:110][cH:111][cH:112][cH:113][cH:114]2)[P:115]([c:116]2[cH:117][cH:118][cH:119][cH:120][cH:121]2)([c:122]2[cH:123][cH:124][cH:125][cH:126][cH:127]2)[c:128]2[cH:129][cH:130][cH:131][cH:132][cH:133]2)([c:134]2[cH:135][cH:136][cH:137][cH:138][cH:139]2)[c:140]2[cH:141][cH:142][cH:143][cH:144][cH:145]2)[cH:146][cH:147]1>>[NH2:1][c:2]1[n:3][cH:4][n:5][n:6]2[c:7]1[c:8](-[c:45]1[cH:44][c:43]3[n:42][n:41]([CH2:34][c:35]4[cH:36][cH:37][cH:38][cH:39][cH:40]4)[cH:49][c:48]3[cH:47][cH:46]1)[cH:9][c:10]2[CH:11]1[CH2:12][N:13]2[CH:14]([CH2:15][O:16]1)[CH2:17][N:18]([C:21](=[O:22])[O:23][C:24]([CH3:25])([CH3:26])[CH3:27])[CH2:19][CH2:20]2. Reactants: CNC(=O)C=1N(C2=CC(=CC=C2C1)OC)C (N, 1-Dimethyl-6-methoxy-1H-indole-2-carboxamide), 1(b), C(C)OC(=O)C=1N(C2=CC=CC=C2C1)C (ethyl-1-methyl-1H-indole-2-carboxylate). The product is CN1C(=CC2=CC=C(C=C12)OC)CNC (1-methyl-2-(methylamino methyl)-6-methoxy-1H-indole). Isolated yield 95.0%. As a reaction SMILES: [CH3:1][NH:2][C:3]([C:5]1[N:6]([CH3:16])[C:7]2[C:12]([CH:13]=1)=[CH:11][CH:10]=[C:9]([O:14][CH3:15])[CH:8]=2)=O.C(OC(C1N(C)C2C(C=1)=CC=CC=2)=O)C>>[CH3:16][N:6]1[C:7]2[C:12](=[CH:11][CH:10]=[C:9]([O:14][CH3:15])[CH:8]=2)[CH:13]=[C:5]1[CH2:3][NH:2][CH3:1]. Reported procedure: N, 1-Dimethyl-6-methoxy-1H-indole-2-carboxamide According to the procedure of Preparation 1(b), except substituting methyl-1-methyl-6-methoxy-1H-indole-2-carboxylate for ethyl-1-methyl-1H-indole-2-carboxylate, the title compound (95%) was prepared as an off-white solid: MS (ES) m/e 219.2 (M+H)+ and 437.4 (2M+H)+. Yields the product O1C(=NC2=C1C=CC=C2)C2=CC=C(C=C2)O (4-(2-benzoxazolyl)phenol). The yield is 73.0%. Procedure: A mixture containing 5.45 g. (0.05 mole) of o-aminophenol and 6.10 g. (0.05 mole) of p-hydroxybenzaldehyde in 75 ml. of nitrobenzene was heated to reflux for 5 hr. On cooling to 30° a dark solid appears which was filtered, washed with hot toluene, and air-dried. Recrystallization from ethanol gave a 73% yield of 4-(2-benzoxazolyl)phenol (mp 255°-258°). Starting materials: NC1=C(C=CC=C1)O (o-aminophenol), OC1=CC=C(C=O)C=C1 (p-hydroxybenzaldehyde), [N+](=O)([O-])C1=CC=CC=C1 (nitrobenzene). Reaction SMILES: [NH2:1][C:2]1[CH:7]=[CH:6][CH:5]=[CH:4][C:3]=1[OH:8].[OH:9][C:10]1[CH:17]=[CH:16][C:13]([CH:14]=O)=[CH:12][CH:11]=1.[N+](C1C=CC=CC=1)([O-])=O>>[O:8]1[C:3]2[CH:4]=[CH:5][CH:6]=[CH:7][C:2]=2[N:1]=[C:14]1[C:13]1[CH:16]=[CH:17][C:10]([OH:9])=[CH:11][CH:12]=1. The reactants are C[O-], CO, ClCc1cc2ncccc2[nH]1, Cl, [Na+]. The product is COCc1cc2ncccc2[nH]1. Reaction SMILES: [CH3:13][O-:14].[CH3:16][OH:17].[Cl:2][CH2:3][c:4]1[nH:5][c:6]2[cH:7][cH:8][cH:9][n:10][c:11]2[cH:12]1.[ClH:1].[Na+:15]>>[CH2:3]([c:4]1[nH:5][c:6]2[cH:7][cH:8][cH:9][n:10][c:11]2[cH:12]1)[O:14][CH3:13]. Reactants: COC(C(C(CC1=CC(=C(C=C1)F)F)=O)N)=O (2-amino-4-(3,4-difluorophenyl)-3-oxobutyric acid methyl ester), BrCCCCCN=C=O (1-bromo-5-isocyanatopentane). Run in O (water). Product: BrCCCCCN1C(NC(=C1CC1=CC(=C(C=C1)F)F)C(=O)OC)=O (1-(5-Bromopent-1-yl)-5-(3,4-difluorobenzyl)-2,3-dihydro-4-methoxycarbonyl-2(1H)-imidazolone). Yield: 55.0%. Reaction SMILES: [CH3:1][O:2][C:3](=[O:17])[CH:4]([NH2:16])[C:5](=O)[CH2:6][C:7]1[CH:12]=[CH:11][C:10]([F:13])=[C:9]([F:14])[CH:8]=1.[Br:18][CH2:19][CH2:20][CH2:21][CH2:22][CH2:23][N:24]=[C:25]=[O:26]>O>[Br:18][CH2:19][CH2:20][CH2:21][CH2:22][CH2:23][N:24]1[C:5]([CH2:6][C:7]2[CH:12]=[CH:11][C:10]([F:13])=[C:9]([F:14])[CH:8]=2)=[C:4]([C:3]([O:2][CH3:1])=[O:17])[NH:16][C:25]1=[O:26]. Procedure: To 2-amino-4-(3,4-difluorophenyl)-3-oxobutyric acid methyl ester (0.100 g, 0.344 mmol) in 2 mL water was added 1-bromo-5-isocyanatopentane (0.3 mL), and the reaction mixture refluxed for 3 hours. The reaction mixture was concentrated and partitioned between EtOAc (30 mL) and 1N HCl (10 mL). The organic layer was washed with saturated aqueous sodium bicarbonate solution (10 mL), dried over sodium sulfate, filtered and concentrated to give 0.080 g (55%) of the product as a syrup; 1H-NMR (CDCl3) δ1...